This data is from the Open Reaction Database (ORD), a public repository of structured organic reaction records. The task is: describe an organic reaction: reactants, conditions, products, and yield The reactants are [Cl-].C(#N)C=1C=CC2=C(C=C(O2)C[P+](C2=CC=CC=C2)(C2=CC=CC=C2)C2=CC=CC=C2)C1 ((5-cyano-2-benzofuranyl)methyltriphenylphosphonium chloride), C(C)(=O)OC1=CC=C(C=C1)C(C(=O)OCC)=O (ethyl 2-(4-acetoxyphenyl)-2-oxoacetate), C1CCC2=NCCCN2CC1 (1,8-diazabicyclo[5.4.0]-7-undecene). Solvent: O1CCCC1 (tetrahydrofuran), C(C)O (ethanol). Reaction conditions: time 18 hour. Yields the product C(C)(=O)OC1=CC=C(C=C1)C(C(=O)OCC)=CC=1OC2=C(C1)C=C(C=C2)C#N (ethyl 2-(4-acetoxyphenyl)-3-(5-cyano-2-benzofuranyl)acrylate). The yield is 85.6%. As a reaction SMILES: [Cl-].[C:2]([C:4]1[CH:5]=[CH:6][C:7]2[O:11][C:10]([CH2:12][P+](C3C=CC=CC=3)(C3C=CC=CC=3)C3C=CC=CC=3)=[CH:9][C:8]=2[CH:32]=1)#[N:3].[C:33]([O:36][C:37]1[CH:42]=[CH:41][C:40]([C:43](=O)[C:44]([O:46][CH2:47][CH3:48])=[O:45])=[CH:39][CH:38]=1)(=[O:35])[CH3:34].C1CCN2C(=NCCC2)CC1>O1CCCC1.C(O)C>[C:33]([O:36][C:37]1[CH:42]=[CH:41][C:40]([C:43](=[CH:12][C:10]2[O:11][C:7]3[CH:6]=[CH:5][C:4]([C:2]#[N:3])=[CH:32][C:8]=3[CH:9]=2)[C:44]([O:46][CH2:47][CH3:48])=[O:45])=[CH:39][CH:38]=1)(=[O:35])[CH3:34] |f:0.1|. Reported procedure: 15.93 g of (5-cyano-2-benzofuranyl)methyltriphenylphosphonium chloride and 8.29 g of ethyl 2-(4-acetoxyphenyl)-2-oxoacetate were dissolved in a mixture solution of 80 ml of tetrahydrofuran and 80 ml of ethanol. At room temperature, 5.34 g of 1,8-diazabicyclo[5.4.0]-7-undecene was added to the above solution, and the mixture was stirred for 18 hours at the same temperature. The resulting reaction solution was concentrated to dryness, and the residue was purified by silica gel column chromatograph... Starting materials: N(=O)[O-] (nitrite), Cl.NCC#N (aminoacetonitrile hydrochloride), C(\C=C\C(=O)OCC)(=O)OCC (diethyl fumarate), N(=O)[O-].[Na+] (sodium nitrite). The solvent is C(C)(=O)OCC (ethyl acetate). Reaction conditions: temperature 24 celsius, time 3 hour. Product: C(C)OC(=O)C1N=NC(C1C(=O)OCC)C#N (5-Cyano-4,5-dihydro-3H-pyrazole-3,4-dicarboxylic acid diethyl ester). As a reaction SMILES: Cl.[NH2:2][CH2:3][C:4]#[N:5].[C:6]([O:15][CH2:16][CH3:17])(=[O:14])/[CH:7]=[CH:8]/[C:9]([O:11][CH2:12][CH3:13])=[O:10].[N:18]([O-])=O.[Na+].N([O-])=O>C(OCC)(=O)C>[CH2:16]([O:15][C:6]([CH:7]1[CH:8]([C:9]([O:11][CH2:12][CH3:13])=[O:10])[CH:4]([C:3]#[N:2])[N:5]=[N:18]1)=[O:14])[CH3:17] |f:0.1,3.4|. Reported procedure: To a 500 ml, 3-neck, round bottom flask containing a cold (0° C.) slurry of 46.26 g (0.5 mol) of aminoacetonitrile hydrochloride and 32.74 ml (0.2 mol) of diethyl fumarate in 200 ml of ethyl acetate, were added dropwise, over one hour, an aqueous solution of sodium nitrite (34.5 g of sodium nitrite dissolved in 90 ml of water). The temperature of the reaction mixture was maintained between 0° C. and 5° C. during nitrite addition and then warmed to room temperature (24° C.), where the mixture was... Reactants: benzyl glycinate, p-toluenesulfonic acid salt, C1(=CC=CC=C1)CCBr ((2-phenyl)bromoethane), C(=O)(O)[O-].[Na+] (NaHCO3), C(C)#N (acetonitrile). Yields the product C1(=CC=CC=C1)CCNCC(=O)OCC1=CC=CC=C1 (benzyl N-[(2-phenyl)ethyl]-glycinate). Isolated yield 38.0%. As a reaction SMILES: [C:1]1([CH2:7][CH2:8]Br)[CH:6]=[CH:5][CH:4]=[CH:3][CH:2]=1.[C:10]([O-:13])(O)=[O:11].[Na+].[C:15](#[N:17])C>>[C:1]1([CH2:7][CH2:8][NH:17][CH2:15][C:10]([O:13][CH2:7][C:1]2[CH:6]=[CH:5][CH:4]=[CH:3][CH:2]=2)=[O:11])[CH:6]=[CH:5][CH:4]=[CH:3][CH:2]=1 |f:1.2|. Procedure: A mixture of benzyl glycinate, p-toluenesulfonic acid salt (2.68 g, 7.94 mmol), (2-phenyl)bromoethane (0.98 g, 5.29 mmol), and solid NaHCO3 (1.56 g, 18.5 mmol) in acetonitrile (25 mL) were heated at reflux for 18 hour. The reaction was concentrated and diluted with EtOAc (25 mL). The organic solution was washed with H2O (25 mL) and brine (25 mL), dried (Na2SO4) and concentrated in vacuo. The residue was purified by elution through a pad of silica gel with a gradient mixture of hexane:EtOAc. The ... RXN SMILES: [OH:1][C:2]1([CH3:24])[CH:8](Br)[CH:7]([C:10]2[CH:15]=[CH:14][C:13]([O:16][CH2:17][C:18]3[CH:23]=[CH:22][CH:21]=[CH:20][CH:19]=3)=[CH:12][CH:11]=2)[O:6][C:4](=[O:5])[CH2:3]1.C([SnH](CCCC)CCCC)CCC>O1CCCC1>[OH:1][C:2]1([CH3:24])[CH2:8][CH:7]([C:10]2[CH:15]=[CH:14][C:13]([O:16][CH2:17][C:18]3[CH:23]=[CH:22][CH:21]=[CH:20][CH:19]=3)=[CH:12][CH:11]=2)[O:6][C:4](=[O:5])[CH2:3]1. Reported procedure: The product obtained by reducing 2.0 g of 3-hydroxy-3-methyl-4-bromo-5-(p-benzyloxyphenyl)-5-pentanolide with 5.99 g of tri-n-butyltin hydride in 40 ml of anhydrous tetrahydrofuran according to the method described in Example 2 (a), was separated by a thin layer chromatography into two isomers in a total yield of 1.40 g. The reactants are OC1(CC(=O)OC(C1Br)C1=CC=C(C=C1)OCC1=CC=CC=C1)C (3-hydroxy-3-methyl-4-bromo-5-(p-benzyloxyphenyl)-5-pentanolide), C(CCC)[SnH](CCCC)CCCC (tri-n-butyltin hydride), Example 2 ( a ). The product is OC1(CC(=O)OC(C1)C1=CC=C(C=C1)OCC1=CC=CC=C1)C (3-Hydroxy-3-methyl-5-(p-benzyloxyphenyl)-5-pentanolide). Solvent: O1CCCC1 (tetrahydrofuran).